From a dataset of the Open Reaction Database (ORD), a public repository of structured organic reaction records. describe an organic reaction: reactants, conditions, products, and yield Starting materials: [OH-].[Na+] (sodium hydroxide), NC1=CC=C(CC2CCC(N2C)=O)C=C1 (5-(4-aminobenzyl)-1-methylpyrrolidin-2-one), [H-].[Al+3].[Li+].[H-].[H-].[H-] (lithium aluminum hydride), ice water. Solvent: O1CCCC1 (tetrahydrofuran). The product is NC1=CC=C(CC2N(CCC2)C)C=C1 (2-(4-aminobenzyl)-1-methylpyrrolidine). RXN SMILES: [NH2:1][C:2]1[CH:15]=[CH:14][C:5]([CH2:6][CH:7]2[N:11]([CH3:12])[C:10](=O)[CH2:9][CH2:8]2)=[CH:4][CH:3]=1.[H-].[Al+3].[Li+].[H-].[H-].[H-].[OH-].[Na+]>O1CCCC1>[NH2:1][C:2]1[CH:15]=[CH:14][C:5]([CH2:6][CH:7]2[CH2:8][CH2:9][CH2:10][N:11]2[CH3:12])=[CH:4][CH:3]=1 |f:1.2.3.4.5.6,7.8|. Procedure details: Boil 2.04 g of 5-(4-aminobenzyl)-1-methylpyrrolidin-2-one and 0.7 g of lithium aluminum hydride under reflux for 20 hours in 20 ml of tetrahydrofuran. Decompose the resulting reaction product by admixing it with ice water. After adding 10 ml of 6 N sodium hydroxide solution to the decomposed product, extract it with diethyl ether. Dry the ether extract over sodium sulfate and concentrate it to obtain the title compound in free-base form. Convert the thus-obtained base into the dihydrochloride [m...